This data is from the Open Reaction Database (ORD), a public repository of structured organic reaction records. The task is: describe an organic reaction: reactants, conditions, products, and yield Reactants: C(=O)(OC(C)(C)C)N(C1CCC(CC1)NCC=1C=C(C=CC1OC)B(O)O)C (3-{[4-(BOC-methyl-amino)-cyclohexylamino]-methyl}-4-methoxy-benzene boronic acid), BrC1=CC=C(C=C1)CS(=O)(=O)C (1-Bromo-4-methanesulfonylmethylbenzene). Product: CS(=O)(=O)CC1=CC=C(C=C1)C1=CC(=C(C=C1)OC)CNC1CCC(CC1)N(C(OC(C)(C)C)=O)C (tert-Butyl {4-[(4′-methanesulfonylmethyl-4-methoxy-biphenyl-3-ylmethyl)-amino]-cyclohexyl}-methyl-carbamate). RXN SMILES: [C:1]([N:8]([CH3:28])[CH:9]1[CH2:14][CH2:13][CH:12]([NH:15][CH2:16][C:17]2[CH:18]=[C:19](B(O)O)[CH:20]=[CH:21][C:22]=2[O:23][CH3:24])[CH2:11][CH2:10]1)([O:3][C:4]([CH3:7])([CH3:6])[CH3:5])=[O:2].Br[C:30]1[CH:35]=[CH:34][C:33]([CH2:36][S:37]([CH3:40])(=[O:39])=[O:38])=[CH:32][CH:31]=1>>[CH3:40][S:37]([CH2:36][C:33]1[CH:34]=[CH:35][C:30]([C:19]2[CH:20]=[CH:21][C:22]([O:23][CH3:24])=[C:17]([CH2:16][NH:15][CH:12]3[CH2:13][CH2:14][CH:9]([N:8]([CH3:28])[C:1](=[O:2])[O:3][C:4]([CH3:7])([CH3:6])[CH3:5])[CH2:10][CH2:11]3)[CH:18]=2)=[CH:31][CH:32]=1)(=[O:38])=[O:39]. Procedure details: Boronic acid 4 (200 mg, 0.51 mmol) is coupled to aryl bromide 197 (127 mg, 0.51 mmol) using Method A. On filtration of the cooled reaction mixture through celite and removal of the solvents in vacuo, the crude residue obtained is used in the next synthetic step without further purification. Starting materials: [OH-].[Na+] (sodium hydroxide), [BH4-].[Na+] (sodium borohydride), NC1=CC=CC=C1 (aniline), C(C=1C(C(=O)O)=CC=CC1)(=O)O (phthalic acid). The solvent is O1CCCC1 (tetrahydrofuran), CC(=O)C (acetone). Conditions: temperature 10 celsius. Product: C(C)(C)NC1=CC=CC=C1 (N-isopropylaniline), pure product. As a reaction SMILES: [NH2:1][C:2]1[CH:7]=[CH:6][CH:5]=[CH:4][CH:3]=1.[C:8](O)(=O)[C:9]1C(=CC=C[CH:17]=1)C(O)=O.[BH4-].[Na+].[OH-].[Na+]>CC(C)=O.O1CCCC1>[CH:9]([NH:1][C:2]1[CH:7]=[CH:6][CH:5]=[CH:4][CH:3]=1)([CH3:17])[CH3:8] |f:2.3,4.5|. Procedure details: N-isopropylaniline is synthesized as follows: A mixture of 233 g. (2.5 moles) of aniline, 5 l. of tetrahydrofuran and 250 ml. of acetone is stirred at 24°-25° C. under nitrogen for 2 hours and coooled to 10° C., 675 g. (4.06 moles) of phthalic acid is added rapidly, the resulting suspension is stirred at 10° C. under nitrogen, and 100 g. (2.64 moles) of powdered 98% sodium borohydride is added over a period of 25 minutes with stirring under nitrogen, during the course of which the temperature ri... The reactants are NC1(CCC1)C1=CC=C(C=C1)C1=NC=2CCCC(C2C=C1C1=CC=CC=C1)=O (2-(4-(1-aminocyclobutyl)phenyl)-3-phenyl-7,8-dihydroquinolin-5(6H)-one), C(C)(C)(C)OC(NC1(CCC1)C1=CC=C(C=C1)C=1C(=CC2=C(OCCN2)N1)C1=CC=CC=C1)=O (tert-butyl(1-(4-(7-phenyl-2,3-dihydro-1H-pyrido[2,3-b][1,4]oxazin-6-yl)phenyl)cyclobutyl)carbamate). Yields the product C1(=CC=CC=C1)C1=CC2=C(OCCN2)N=C1C1=CC=C(C=C1)C1(CCC1)N (1-(4-(7-phenyl-2,3-dihydro-1H-pyrido[2,3-b][1,4]oxazin-6-yl)phenyl)cyclobutanamine). Yield: 139.9%. As a reaction SMILES: NC1(C2C=CC(C3C(C4C=CC=CC=4)=CC4C(=O)CCCC=4N=3)=CC=2)CCC1.C(OC(=O)[NH:35][C:36]1([C:40]2[CH:45]=[CH:44][C:43]([C:46]3[C:47]([C:56]4[CH:61]=[CH:60][CH:59]=[CH:58][CH:57]=4)=[CH:48][C:49]4[NH:54][CH2:53][CH2:52][O:51][C:50]=4[N:55]=3)=[CH:42][CH:41]=2)[CH2:39][CH2:38][CH2:37]1)(C)(C)C>>[C:56]1([C:47]2[C:46]([C:43]3[CH:42]=[CH:41][C:40]([C:36]4([NH2:35])[CH2:39][CH2:38][CH2:37]4)=[CH:45][CH:44]=3)=[N:55][C:50]3[O:51][CH2:52][CH2:53][NH:54][C:49]=3[CH:48]=2)[CH:61]=[CH:60][CH:59]=[CH:58][CH:57]=1. Reported procedure: Following the procedure for 2-(4-(1-aminocyclobutyl)phenyl)-3-phenyl-7,8-dihydroquinolin-5(6H)-one, tert-butyl(1-(4-(7-phenyl-2,3-dihydro-1H-pyrido[2,3-b][1,4]oxazin-6-yl)phenyl)cyclobutyl)carbamate (15 mg, 0.03 mmol) was reacted to afford the title compound (15 mg, quantitative). LCMS (Method A): RT=3.80 min, M-NH2=341. 1H NMR (500 MHz, MeOD): 7.31 (4H, s), 7.22-7.21 (3H, m), 7.12-7.11 (2H, m), 7.01 (1H, s), 4.45 (2H, t), 3.45 (2H, t), 2.75-2.70 (m, 2H), 2.56-2.50 (m, 2H), 2.24-2.15 (m, 1H), 1....